Dataset: the Open Reaction Database (ORD), a public repository of structured organic reaction records. Task: describe an organic reaction: reactants, conditions, products, and yield Reactants: CC1(C)CC(=O)O1, [Na+], [OH-], O. Product: [Na+], CC(C)(O)CC(=O)[O-]. RXN SMILES: [CH3:3][C:4]1([CH3:9])[CH2:5][C:6](=[O:8])[O:7]1.[Na+:2].[OH-:1].[OH2:10]>>[Na+:2].[O-:1][C:6]([CH2:5][C:4]([CH3:3])([OH:7])[CH3:9])=[O:8]. Starting materials: N1=CNC2=C1C=CC(=C2)N (benzimidazol-5-amine), CC1=CC=C(CBr)C=C1 (4-methylbenzylbromide), C(=O)([O-])[O-].[K+].[K+] (K2CO3). Yields the product CC1=CC=C(CN2C=NC3=C2C=CC(=C3)N)C=C1 ((4-methylbenzyl)-1H-benzo[d]imidazol-5-amine). As a reaction SMILES: [N:1]1[C:5]2[CH:6]=[CH:7][C:8]([NH2:10])=[CH:9][C:4]=2[NH:3][CH:2]=1.[CH3:11][C:12]1[CH:19]=[CH:18][C:15]([CH2:16]Br)=[CH:14][CH:13]=1.C([O-])([O-])=O.[K+].[K+]>>[CH3:11][C:12]1[CH:19]=[CH:18][C:15]([CH2:16][N:1]2[C:5]3[CH:6]=[CH:7][C:8]([NH2:10])=[CH:9][C:4]=3[N:3]=[CH:2]2)=[CH:14][CH:13]=1 |f:2.3.4|. Reported procedure: The compound was synthesized starting from benzimidazol-5-amine (133 mg; 1 mmol; 1 eq.), 4-methylbenzylbromide (407 mg; 2.2 mmol; 2.2 eq.) and K2CO3 (304 mg; 2.2 mmol; 2.2 eq.) according to method 5; Yield: 0.109 g (32.0%); MS m/z: 342.1 [M+H]+; 1H-NMR (500 MHz, DMSO d6): δ 2.23 (s, 6H); 4.57 (s, 4H); 6.66 (br s, 1H); 6.71 (dd, 1H, 4J=2.1 Hz, 3J=8.9 Hz); 7.09 (d, 4H, 3J=7.9 Hz); 7.14 (d, 4H, 3J=7.9 Hz); 7.30 (d, 1H, 3J=8.5 Hz); 7.88 (s, 1H); 11.88 (br s, 1H); HPLC (METHOD [A]): rt 17.36 min (98.... Starting materials: CO, CCOC(C)=O, [H][H], COc1ccc(S(=O)(=O)N(C)c2c(C)cc(C#Cc3ccc(-c4ccccc4)cc3)cc2C(=O)O)cc1. The product is COc1ccc(S(=O)(=O)N(C)c2c(C)cc(CCc3ccc(-c4ccccc4)cc3)cc2C(=O)O)cc1. RXN SMILES: [CH3:40][OH:41].[CH3:42][CH2:43][O:44][C:45](=[O:46])[CH3:47].[H:38][H:39].[c:1]1(-[c:32]2[cH:33][cH:34][cH:35][cH:36][cH:37]2)[cH:2][cH:3][c:4]([C:7]#[C:8][c:9]2[cH:10][c:11]([CH3:31])[c:12]([N:18]([CH3:19])[S:20](=[O:21])(=[O:22])[c:23]3[cH:24][cH:25][c:26]([O:29][CH3:30])[cH:27][cH:28]3)[c:13]([C:14](=[O:15])[OH:16])[cH:17]2)[cH:5][cH:6]1>>[c:1]1(-[c:32]2[cH:33][cH:34][cH:35][cH:36][cH:37]2)[cH:2][cH:3][c:4]([CH2:7][CH2:8][c:9]2[cH:10][c:11]([CH3:31])[c:12]([N:18]([CH3:19])[S:20](=[O:21])(=[O:22])[c:23]3[cH:24][cH:25][c:26]([O:29][CH3:30])[cH:27][cH:28]3)[c:13]([C:14](=[O:15])[OH:16])[cH:17]2)[cH:5][cH:6]1. Reaction SMILES: C([O:5][C:6](=[O:29])[CH2:7][N:8]([CH2:23][C:24]1[S:25][CH:26]=[CH:27][CH:28]=1)[C:9]1[S:10][CH:11]=[C:12]([C:14]2[CH:19]=[CH:18][C:17]([CH:20]([CH3:22])[CH3:21])=[CH:16][CH:15]=2)[N:13]=1)(C)(C)C.[ClH:30]>O1CCOCC1>[ClH:30].[S:25]1[CH:26]=[CH:27][CH:28]=[C:24]1[CH2:23][N:8]([C:9]1[S:10][CH:11]=[C:12]([C:14]2[CH:15]=[CH:16][C:17]([CH:20]([CH3:22])[CH3:21])=[CH:18][CH:19]=2)[N:13]=1)[CH2:7][C:6]([OH:29])=[O:5] |f:3.4|. Product: Cl.S1C(=CC=C1)CN(CC(=O)O)C=1SC=C(N1)C1=CC=C(C=C1)C(C)C (2-{Thiophen-2-ylmethyl-[4-(4-isopropyl-phenyl)-thiazol-2-yl]-amino}acetic acid hydrochloride). Reactants: C(C)(C)(C)OC(CN(C=1SC=C(N1)C1=CC=C(C=C1)C(C)C)CC=1SC=CC1)=O (2-{thiophen-2-ylmethyl-[4-(4-isopropyl-phenyl)-thiazol-2-yl]-amino}acetic acid tert-butyl ester), Cl (HCl). Run in O1CCOCC1 (dioxane). Reported procedure: 2-{Thiophen-2-ylmethyl-[4-(4-isopropyl-phenyl)-thiazol-2-yl]-amino}acetic acid hydrochloride was prepared (63 mg) following general procedure G1 using 2-{thiophen-2-ylmethyl-[4-(4-isopropyl-phenyl)-thiazol-2-yl]-amino}acetic acid tert-butyl ester (66 mg, 0.155 mmol) and 4 N HCl solution in dioxane (1.0 mL). LCMS m/z: 474 (M+1)+. The reactants are CC1=NC=C(N1CCO)[N+](=O)[O-] (Metronidazole), CS(=O)(=O)Cl (methanesulfonyl chloride). Run in N1=CC=CC=C1 (pyridine), N1=CC=CC=C1 (pyridine). Reaction conditions: time 5 hour. The product is CS(=O)(=O)OCCN1C(=NC=C1[N+](=O)[O-])C (2-(2-Methyl-5-nitro-1-imidazolyl)ethyl methanesulfonate). The yield is 87.9%. RXN SMILES: [CH3:1][C:2]1[N:6]([CH2:7][CH2:8][OH:9])[C:5]([N+:10]([O-:12])=[O:11])=[CH:4][N:3]=1.[CH3:13][S:14](Cl)(=[O:16])=[O:15]>N1C=CC=CC=1>[CH3:13][S:14]([O:9][CH2:8][CH2:7][N:6]1[C:5]([N+:10]([O-:12])=[O:11])=[CH:4][N:3]=[C:2]1[CH3:1])(=[O:16])=[O:15]. Reported procedure: Metronidazole (5.0 g, 29.2 mmol) was dissolved in pyridine (10 ml), and a pyridine solution (10 ml) of methanesulfonyl chloride (3.5 g, 30.7 mmol) was added dropwise to the solution. After the mixture was stirred at room temperature for 5 hours, the solvent was distilled off under reduced pressure, and the residue was washed with water-ethanol and dried to obtain 6.4 g of the title compound. The reactants are Cc1c(C(=O)O)oc2ccccc12, Cc1ccc([N+](=O)[O-])cc1N. Reagents/catalysts: CC(C)COC1C=CC2=CC=CC=C2N1C(=O)OCC(C)C (IIDQ), CCN(C(C)C)C(C)C (DIPEA). The solvent is CN(C)C=O (DMF), CN(C)C=O (DMF), CN(C)C=O (DMF), CN(C)C=O (DMF), CN(C)C=O (DMF), CN(C)C=O (DMF). Conditions: temperature 25 celsius, time 2 hour. Yields the product Cc1ccc([N+](=O)[O-])cc1NC(=O)c1oc2ccccc2c1C. Yield: 12.5%. RXN SMILES: Cc1ccc([N+](=O)[O-])cc1N.Cc1c(C(=O)O)oc2ccccc12.CC(C)COC1C=CC2=CC=CC=C2N1C(=O)OCC(C)C.CCN(C(C)C)C(C)C.CN(C)C=O>>Cc1ccc([N+](=O)[O-])cc1NC(=O)c1oc2ccccc2c1C. Starting materials: ClC1=C(OCCCCCCSC=2SCC(N2)=O)C=CC(=C1)OC (2-{[6-(2-chloro-4-methoxyphenoxy)hexyl]thio}-4,5-dihydrothiazol-4-one), N1N=NN=C1 (1-H-tetrazole), C([O-])([O-])=O.[Cs+].[Cs+] (cesium carbonate), C(C)#N (acetonitrile), N1N=NN=C1 (1-H-tetrazole), C([O-])([O-])=O.[Cs+].[Cs+] (cesium carbonate). The solvent is O (water), C(Cl)Cl (methylene chloride). Run at time 8 hour. Yields the product ClC1=C(OCCCCCCN2N=CN=N2)C=CC(=C1)OC (2-[6-(2-chloro-4-methoxyphenoxy)hexyl]tetrazole). RXN SMILES: [Cl:1][C:2]1[CH:21]=[C:20]([O:22][CH3:23])[CH:19]=[CH:18][C:3]=1[O:4][CH2:5][CH2:6][CH2:7][CH2:8][CH2:9][CH2:10]SC1SCC(=O)N=1.C(#N)C.[NH:27]1[CH:31]=[N:30][N:29]=[N:28]1.C(=O)([O-])[O-].[Cs+].[Cs+]>C(Cl)Cl.O>[Cl:1][C:2]1[CH:21]=[C:20]([O:22][CH3:23])[CH:19]=[CH:18][C:3]=1[O:4][CH2:5][CH2:6][CH2:7][CH2:8][CH2:9][CH2:10][N:28]1[N:29]=[N:30][CH:31]=[N:27]1 |f:3.4.5|. Procedure details: Stir overnight at room temperature 300 mg. of the iodide prepared in Examples 2 and 3, 3 ml. acetonitrile, 63 mg. 1-H-tetrazole and 274 mg. cesium carbonate in a reaction flask. Add an additional. 189 mg. 1-H-tetrazole and 100 mg. cesium carbonate, let stir one week at room temperature. Work up the reaction mixture in methylene chloride with a water wash. Elute on a coarse silica column with methylene chloride then ethyl acetate/methylene chloride. Isolate two fractions of the title compound, th... Reported procedure: The title compound (471 mg) was prepared by the method of Example 18 except that the title product of Example 1 (406 mg) was used instead of the title product of Example 2, and the title product of Example 11 (308 mg) was used instead of benzyl bromide. The product is C(CC)C1=C(OCCCOC2=C(C3=C(C(CC(O3)(CCC(=O)OCC)CCC(=O)OCC)=O)C=C2)CCC)C=CC=C1 (diethyl 3,4-dihydro-7-[3-(2-propylphenoxy)propoxy]-4-oxo-8-propyl-2H-1-benzopyran-2,2-dipropanoate). The reactants are O=C1CC(OC2=C1C=CC(=C2CCC)O)(CCC(=O)OCC)CCC(=O)OCC (diethyl 3,4-dihydro-4-oxo-7-hydroxy-8-propyl-2H-1-benzopyran-2,2-dipropanoate), C(CC)C1=C(OCCCBr)C=CC=C1 (3-(2-propylphenoxy)-1-bromopropane). Yield: 80.9%. RXN SMILES: [O:1]=[C:2]1[C:7]2[CH:8]=[CH:9][C:10]([OH:15])=[C:11]([CH2:12][CH2:13][CH3:14])[C:6]=2[O:5][C:4]([CH2:23][CH2:24][C:25]([O:27][CH2:28][CH3:29])=[O:26])([CH2:16][CH2:17][C:18]([O:20][CH2:21][CH3:22])=[O:19])[CH2:3]1.[CH2:30]([C:33]1[CH:43]=[CH:42][CH:41]=[CH:40][C:34]=1[O:35][CH2:36][CH2:37][CH2:38]Br)[CH2:31][CH3:32]>>[CH2:30]([C:33]1[CH:43]=[CH:42][CH:41]=[CH:40][C:34]=1[O:35][CH2:36][CH2:37][CH2:38][O:15][C:10]1[CH:9]=[CH:8][C:7]2[C:2](=[O:1])[CH2:3][C:4]([CH2:16][CH2:17][C:18]([O:20][CH2:21][CH3:22])=[O:19])([CH2:23][CH2:24][C:25]([O:27][CH2:28][CH3:29])=[O:26])[O:5][C:6]=2[C:11]=1[CH2:12][CH2:13][CH3:14])[CH2:31][CH3:32].